This data is from the Open Reaction Database (ORD), a public repository of structured organic reaction records. The task is: describe an organic reaction: reactants, conditions, products, and yield Reactants: NC1=C(SC(=C1)Br)C(=O)OC (methyl 3-amino-5-bromothiophene-2-carboxylate), ClCC#N (chloroacetonitrile). Solvent: Cl.C1(CCCC1)OC (hydrochloric acid cyclopentylmethylether). Run at time 2 hour. The product is BrC1=CC=2N=C(NC(C2S1)=O)CCl (6-bromo-2-(chloromethyl)thieno[3,2-d]pyrimidin-4(3H)-one). Reaction SMILES: [NH2:1][C:2]1[CH:6]=[C:5]([Br:7])[S:4][C:3]=1[C:8]([O:10]C)=O.[Cl:12][CH2:13][C:14]#[N:15]>Cl.C1(OC)CCCC1>[Br:7][C:5]1[S:4][C:3]2[C:8](=[O:10])[NH:15][C:14]([CH2:13][Cl:12])=[N:1][C:2]=2[CH:6]=1 |f:2.3|. Procedure details: A mixture of methyl 3-amino-5-bromothiophene-2-carboxylate (15 g) produced in Example 1, step C, chloroacetonitrile (12 mL) and 4M hydrochloric acid/cyclopentylmethylether solution (100 mL) was stirred at room temperature for 2 hr, and stirred at 70° C. for 1 hr. The reaction system was concentrated under reduced pressure, and saturated aqueous sodium hydrogen carbonate was added to the residue. The precipitate was collected by filtration and washed with water. The obtained solid was dried at 80... The reactants are C=C(Br)CBr, C1CCOC1, CN1CCCC1=O, CC(C)[N-]C(C)C, [Li+]. Product: C=C(Br)CC1CCN(C)C1=O. As a reaction SMILES: [Br:16][C:17](=[CH2:18])[CH2:19][Br:20].[CH2:21]1[O:22][CH2:23][CH2:24][CH2:25]1.[CH3:1][N:2]1[C:3](=[O:7])[CH2:4][CH2:5][CH2:6]1.[CH:8]([N-:9][CH:10]([CH3:11])[CH3:12])([CH3:13])[CH3:14].[Li+:15]>>[CH3:1][N:2]1[C:3](=[O:7])[CH:4]([CH2:19][C:17]([Br:16])=[CH2:18])[CH2:5][CH2:6]1. Starting materials: [Br-], C1CCOC1, [Mg+]C1CC1, CC1(C)OC(=O)C(=Cc2cccc(O)c2)C(=O)O1. Yields the product CC1(C)OC(=O)C(C(c2cccc(O)c2)C2CC2)C(=O)O1. As a reaction SMILES: [Br-:19].[CH2:24]1[O:25][CH2:26][CH2:27][CH2:28]1.[CH:20]1([Mg+:23])[CH2:21][CH2:22]1.[OH:1][c:2]1[cH:3][c:4]([CH:8]=[C:9]2[C:10](=[O:18])[O:11][C:12]([CH3:16])([CH3:17])[O:13][C:14]2=[O:15])[cH:5][cH:6][cH:7]1>>[OH:1][c:2]1[cH:3][c:4]([CH:8]([CH:9]2[C:10](=[O:18])[O:11][C:12]([CH3:16])([CH3:17])[O:13][C:14]2=[O:15])[CH:20]2[CH2:21][CH2:22]2)[cH:5][cH:6][cH:7]1. Reactants: Cl, N#CC(=O)C(O)C(F)(F)F, [Na+], [OH-], OO. Yields the product O=C(O)C(O)C(F)(F)F. Reaction SMILES: [ClH:15].[F:1][C:2]([CH:3]([C:4](=[O:5])[C:6]#[N:7])[OH:8])([F:9])[F:10].[Na+:12].[OH-:11].[OH:13][OH:14]>>[F:1][C:2]([CH:3]([C:4](=[O:5])[OH:11])[OH:8])([F:9])[F:10]. Reactants: C1(=CC=C(C=C1)S(=O)(=O)N=[N+]=[N-])C (p-toluenesulfonylazide), Cl (hydrochloric acid), C(CCC)[Li] (n-butyllithium), solution, FC1=CC=2CC3=CC(=CC=C3C2C=C1)F (2,7-difluorofluorene). Solvent: CCOCC (ether), CCOCC (ether), CCOCC.CCCCCC (ether hexane), CCCCCC (hexane). Conditions: time 10 minute. Yields the product FC1=CC=2C(C3=CC(=CC=C3C2C=C1)F)=[N+]=[N-] (2,7-Difluoro-9-diazofluorene). Isolated yield 37.0%. As a reaction SMILES: C([Li])CCC.[F:6][C:7]1[CH:19]=[CH:18][C:17]2[C:16]3[C:11](=[CH:12][C:13]([F:20])=[CH:14][CH:15]=3)[CH2:10][C:9]=2[CH:8]=1.C1(C)C=CC(S([N:30]=[N+:31]=[N-])(=O)=O)=CC=1.Cl>CCCCCC.CCOCC.CCOCC.CCCCCC>[F:6][C:7]1[CH:19]=[CH:18][C:17]2[C:16]3[C:11](=[CH:12][C:13]([F:20])=[CH:14][CH:15]=3)[C:10](=[N+:30]=[N-:31])[C:9]=2[CH:8]=1 |f:6.7|. Procedure: Under nitrogen, n-butyllithium (20 mL of a 2.5M solution in hexane, 1 eq) was added dropwise to a stirred, -20 ° C. solution of commercially available (Alfred Bader Library of Rare Chemicals) 2,7-difluorofluorene (24) (10 g, 49.5 mmoL) [which may also be prepared according to U.S. Pat. No. 4,436,745] in 250 mL of anhydrous ether. After 10 min., this mixture was transferred via a cannula using nitrogen pressure into a 0° C. solution of p-toluenesulfonylazide [prepared by the method described in D... Reactants: Nc1c(F)cc(Br)cc1F, N#C[Cu], CN(C)C=O. The product is N#Cc1cc(F)c(N)c(F)c1. RXN SMILES: [Br:4][c:5]1[cH:6][c:7]([F:13])[c:8]([NH2:12])[c:9]([F:11])[cH:10]1.[Cu:1][C:2]#[N:3].[O:14]=[CH:15][N:16]([CH3:17])[CH3:18]>>[C:2](#[N:3])[c:5]1[cH:6][c:7]([F:13])[c:8]([NH2:12])[c:9]([F:11])[cH:10]1.